This data is from the Open Reaction Database (ORD), a public repository of structured organic reaction records. The task is: describe an organic reaction: reactants, conditions, products, and yield Reactants: C(CCC)OC1=C(N(C(C2=CC=C(C=C12)C=O)=O)CC1CC1)CNC(OC(C)(C)C)=O (tert-butyl (4-butoxy-2-cyclopropylmethyl-6-formyl-1-oxo-1,2-dihydro-3-isoquinolinyl)methylcarbamate), Example 2 ( 2 ), CN(C=O)C (N,N-dimethylformamide), O (water), C(C)OP(=O)(OCC)CC(=O)OCC (ethyl diethylphosphonoacetate), CN(C=O)C (N,N-dimethylformamide), [H-].[Na+] (sodium hydride). Conditions: time 3 hour. The product is C(CCC)OC1C(N(C(C2=CC=CC=C12)=O)CC1CC1)(CNC(=O)OC(C)(C)C)/C=C/C(=O)OCC (ethyl (E)-3-(4-butoxy-3-[[(tert-butoxycarbonyl)amino]methyl]-2-cyclopropylmethyl-1-oxo-1,2-dihydro-3-isoquinolinyl)-2-propenate). Yield: 77.1%. Reaction SMILES: C(OP([CH2:9][C:10]([O:12][CH2:13][CH3:14])=[O:11])(OCC)=O)C.[H-].[Na+].[CH2:17]([O:21][C:22]1[C:31]2[C:26](=[CH:27][CH:28]=[C:29](C=O)[CH:30]=2)[C:25](=[O:34])[N:24]([CH2:35][CH:36]2[CH2:38][CH2:37]2)[C:23]=1[CH2:39][NH:40][C:41](=[O:47])[O:42][C:43]([CH3:46])([CH3:45])[CH3:44])[CH2:18][CH2:19][CH3:20].O.[CH3:49]N(C)C=O>>[CH2:17]([O:21][CH:22]1[C:31]2[C:26](=[CH:27][CH:28]=[CH:29][CH:30]=2)[C:25](=[O:34])[N:24]([CH2:35][CH:36]2[CH2:38][CH2:37]2)[C:23]1(/[CH:49]=[CH:9]/[C:10]([O:12][CH2:13][CH3:14])=[O:11])[CH2:39][NH:40][C:41]([O:42][C:43]([CH3:44])([CH3:46])[CH3:45])=[O:47])[CH2:18][CH2:19][CH3:20] |f:1.2|. Procedure details: To a solution of ethyl diethylphosphonoacetate (0.99 mL, 5 mmol) in N,N-dimethylformamide (30 mL) was added. sodium hydride (0.20 g, 5 mmol) (60% in oil) and the mixture was stirred at room temperature for 10 min. To the obtained mixture was added a solution of tert-butyl (4-butoxy-2-cyclopropylmethyl-6-formyl-1-oxo-1,2-dihydro-3-isoquinolinyl)methylcarbamate (Example 2 (2))(2.14 g, 5 mmol) in N,N-dimethylformamide (20 mL) and the mixture was stirred at room temperature for 3 h. The reaction mix... The reactants are CCCS(=O)(=O)Cl, CN(C)c1ccncc1, CCN(C(C)C)C(C)C, ClCCl, NCCCNc1nc(Nc2cccc(NC(=O)N3CCCC3)c2)ncc1Br. The product is CCCS(=O)(=O)NCCCNc1nc(Nc2cccc(NC(=O)N3CCCC3)c2)ncc1Br. Reaction SMILES: [CH2:37]([CH2:38][CH3:39])[S:40](=[O:41])(=[O:42])[Cl:43].[CH3:47][N:48]([c:49]1[cH:50][cH:51][n:52][cH:53][cH:54]1)[CH3:55].[CH:28]([N:29]([CH2:30][CH3:31])[CH:32]([CH3:33])[CH3:34])([CH3:35])[CH3:36].[Cl:44][CH2:45][Cl:46].[NH2:1][CH2:2][CH2:3][CH2:4][NH:5][c:6]1[n:7][c:8]([NH:13][c:14]2[cH:15][c:16]([NH:20][C:21](=[O:22])[N:23]3[CH2:24][CH2:25][CH2:26][CH2:27]3)[cH:17][cH:18][cH:19]2)[n:9][cH:10][c:11]1[Br:12]>>[NH:1]([CH2:2][CH2:3][CH2:4][NH:5][c:6]1[n:7][c:8]([NH:13][c:14]2[cH:15][c:16]([NH:20][C:21](=[O:22])[N:23]3[CH2:24][CH2:25][CH2:26][CH2:27]3)[cH:17][cH:18][cH:19]2)[n:9][cH:10][c:11]1[Br:12])[S:40]([CH2:37][CH2:38][CH3:39])(=[O:41])=[O:42].